Dataset: the Open Reaction Database (ORD), a public repository of structured organic reaction records. Task: describe an organic reaction: reactants, conditions, products, and yield Starting materials: COc1ccc(N2CC(C)NC(C)C2)cc1NS(=O)(=O)c1ccc(Br)c(F)c1, CC(C)(C)[O-], COCCOC, [K+], O, c1ccc(P(c2ccccc2)(c2ccccc2)[Pd](P(c2ccccc2)(c2ccccc2)c2ccccc2)(P(c2ccccc2)(c2ccccc2)c2ccccc2)P(c2ccccc2)(c2ccccc2)c2ccccc2)cc1, OB(O)c1cccs1. Yields the product COc1ccc(N2CC(C)NC(C)C2)cc1NS(=O)(=O)c1ccc(-c2cccs2)c(F)c1. Reaction SMILES: [Br:1][c:2]1[c:3]([F:28])[cH:4][c:5]([S:8](=[O:9])(=[O:10])[NH:11][c:12]2[c:13]([O:26][CH3:27])[cH:14][cH:15][c:16]([N:18]3[CH2:19][CH:20]([CH3:25])[NH:21][CH:22]([CH3:24])[CH2:23]3)[cH:17]2)[cH:6][cH:7]1.[CH3:37][C:38]([CH3:39])([O-:40])[CH3:41].[CH3:43][O:44][CH2:45][CH2:46][O:47][CH3:48].[K+:42].[OH2:49].[cH:50]1[cH:51][cH:52][c:53]([P:54]([Pd:55]([P:56]([c:57]2[cH:58][cH:59][cH:60][cH:61][cH:62]2)([c:63]2[cH:64][cH:65][cH:66][cH:67][cH:68]2)[c:69]2[cH:70][cH:71][cH:72][cH:73][cH:74]2)([P:75]([c:76]2[cH:77][cH:78][cH:79][cH:80][cH:81]2)([c:82]2[cH:83][cH:84][cH:85][cH:86][cH:87]2)[c:88]2[cH:89][cH:90][cH:91][cH:92][cH:93]2)[P:94]([c:95]2[cH:96][cH:97][cH:98][cH:99][cH:100]2)([c:101]2[cH:102][cH:103][cH:104][cH:105][cH:106]2)[c:107]2[cH:108][cH:109][cH:110][cH:111][cH:112]2)([c:113]2[cH:114][cH:115][cH:116][cH:117][cH:118]2)[c:119]2[cH:120][cH:121][cH:122][cH:123][cH:124]2)[cH:125][cH:126]1.[s:29]1[c:30]([B:34]([OH:35])[OH:36])[cH:31][cH:32][cH:33]1>>[c:2]1(-[c:30]2[s:29][cH:33][cH:32][cH:31]2)[c:3]([F:28])[cH:4][c:5]([S:8](=[O:9])(=[O:10])[NH:11][c:12]2[c:13]([O:26][CH3:27])[cH:14][cH:15][c:16]([N:18]3[CH2:19][CH:20]([CH3:25])[NH:21][CH:22]([CH3:24])[CH2:23]3)[cH:17]2)[cH:6][cH:7]1. The reactants are C, ClCCl, CC(C)(C)CCC1(C)C(=O)C(C2=NS(=O)(=O)c3cc(N)ccc3N2)=C(O)c2ccccc21, O=S(=O)(Cl)Cl, c1ccncc1. Yields the product CC(C)(C)CCC1(C)C(=O)C(C2=NS(=O)(=O)c3cc(NS(C)(=O)=O)ccc3N2)=C(O)c2ccccc21. RXN SMILES: [CH4:44].[Cl:45][CH2:46][Cl:47].[NH2:1][c:2]1[cH:3][c:4]2[c:5]([cH:31][cH:32]1)[NH:6][C:7]([C:12]1=[C:21]([OH:22])[c:20]3[c:15]([cH:16][cH:17][cH:18][cH:19]3)[C:14]([CH3:23])([CH2:24][CH2:25][C:26]([CH3:27])([CH3:28])[CH3:29])[C:13]1=[O:30])=[N:8][S:9]2(=[O:10])=[O:11].[S:39](=[O:40])(=[O:41])([Cl:42])[Cl:43].[cH:33]1[cH:34][cH:35][n:36][cH:37][cH:38]1>>[NH:1]([c:2]1[cH:3][c:4]2[c:5]([cH:31][cH:32]1)[NH:6][C:7]([C:12]1=[C:21]([OH:22])[c:20]3[c:15]([cH:16][cH:17][cH:18][cH:19]3)[C:14]([CH3:23])([CH2:24][CH2:25][C:26]([CH3:27])([CH3:28])[CH3:29])[C:13]1=[O:30])=[N:8][S:9]2(=[O:10])=[O:11])[S:39](=[O:40])(=[O:41])[CH3:44]. Yields the product CC(O)(CN1CCN(C(=O)OCc2ccc(OC(F)(F)F)cc2)CC1)Cn1cc([N+](=O)[O-])nc1Cl. The reactants are CC1(Cn2cc([N+](=O)[O-])nc2Cl)CO1, O=C(OCc1ccc(OC(F)(F)F)cc1)N1CCNCC1, CN(C)C=O, O. RXN SMILES: [Cl:1][c:2]1[n:3]([CH2:10][C:11]2([CH3:14])[O:12][CH2:13]2)[cH:4][c:5]([N+:7](=[O:8])[O-:9])[n:6]1.[N:15]1([C:21](=[O:22])[O:23][CH2:24][c:25]2[cH:26][cH:27][c:28]([O:31][C:32]([F:33])([F:34])[F:35])[cH:29][cH:30]2)[CH2:16][CH2:17][NH:18][CH2:19][CH2:20]1.[O:37]=[CH:38][N:39]([CH3:40])[CH3:41].[OH2:36]>>[Cl:1][c:2]1[n:3]([CH2:10][C:11]([OH:12])([CH2:13][N:18]2[CH2:17][CH2:16][N:15]([C:21](=[O:22])[O:23][CH2:24][c:25]3[cH:26][cH:27][c:28]([O:31][C:32]([F:33])([F:34])[F:35])[cH:29][cH:30]3)[CH2:20][CH2:19]2)[CH3:14])[cH:4][c:5]([N+:7](=[O:8])[O-:9])[n:6]1.